This data is from the Open Reaction Database (ORD), a public repository of structured organic reaction records. The task is: describe an organic reaction: reactants, conditions, products, and yield Reactants: CC(C)(C)OC(=O)N1CCNC(CO)C1, CCSC1=NC(=O)C(=Cc2ccc3c(cnn3Cc3ccc(Cl)cc3C(F)(F)F)c2)S1. Product: CC(C)(C)OC(=O)N1CCN(C2=NC(=O)C(=Cc3ccc4c(cnn4Cc4ccc(Cl)cc4C(F)(F)F)c3)S2)C(CO)C1. As a reaction SMILES: [C:32]([CH3:33])([CH3:34])([CH3:35])[O:36][C:37](=[O:38])[N:39]1[CH2:40][CH:41]([CH2:45][OH:46])[NH:42][CH2:43][CH2:44]1.[Cl:1][c:2]1[cH:3][c:4]([C:28]([F:29])([F:30])[F:31])[c:5]([CH2:6][n:7]2[n:8][cH:9][c:10]3[cH:11][c:12]([CH:16]=[C:17]4[C:18](=[O:25])[N:19]=[C:20]([S:22][CH2:23][CH3:24])[S:21]4)[cH:13][cH:14][c:15]23)[cH:26][cH:27]1>>[Cl:1][c:2]1[cH:3][c:4]([C:28]([F:29])([F:30])[F:31])[c:5]([CH2:6][n:7]2[n:8][cH:9][c:10]3[cH:11][c:12]([CH:16]=[C:17]4[C:18](=[O:25])[N:19]=[C:20]([N:42]5[CH:41]([CH2:45][OH:46])[CH2:40][N:39]([C:37]([O:36][C:32]([CH3:33])([CH3:34])[CH3:35])=[O:38])[CH2:44][CH2:43]5)[S:21]4)[cH:13][cH:14][c:15]23)[cH:26][cH:27]1. The reactants are CCOC(C)=O, COc1c(Cl)ccc(-c2nc(OC)c3c(ncn3C)n2)c1F, Cl, [Na+], CN(C)C=O, [OH-], O, O=S(Cl)Cl. Product: COc1c(Cl)ccc(-c2nc(Cl)c3c(ncn3C)n2)c1F. As a reaction SMILES: [CH3:36][CH2:37][O:38][C:39](=[O:40])[CH3:41].[Cl:1][c:2]1[c:3]([O:21][CH3:22])[c:4]([F:20])[c:5](-[c:8]2[n:9][c:10]([O:18][CH3:19])[c:11]3[n:12]([CH3:17])[cH:13][n:14][c:15]3[n:16]2)[cH:6][cH:7]1.[ClH:23].[Na+:25].[O:26]=[CH:27][N:28]([CH3:29])[CH3:30].[OH-:24].[OH2:35].[S:31]([Cl:32])([Cl:33])=[O:34]>>[Cl:1][c:2]1[c:3]([O:21][CH3:22])[c:4]([F:20])[c:5](-[c:8]2[n:9][c:10]([Cl:33])[c:11]3[n:12]([CH3:17])[cH:13][n:14][c:15]3[n:16]2)[cH:6][cH:7]1. Starting materials: CCOC(C)=O, CCO, CC(C)(C)OC(=O)c1ccc([N+](=O)[O-])cc1Cl. Product: CC(C)(C)OC(=O)c1ccc(N)cc1Cl. Reaction SMILES: [CH3:18][CH2:19][O:20][C:21](=[O:22])[CH3:23].[CH3:24][CH2:25][OH:26].[Cl:1][c:2]1[c:3]([C:4](=[O:5])[O:6][C:7]([CH3:8])([CH3:9])[CH3:10])[cH:11][cH:12][c:13]([N+:15]([O-:16])=[O:17])[cH:14]1>>[Cl:1][c:2]1[c:3]([C:4](=[O:5])[O:6][C:7]([CH3:8])([CH3:9])[CH3:10])[cH:11][cH:12][c:13]([NH2:15])[cH:14]1. Run in CN(C)C=O (DMF). The yield is 5.1%. As a reaction SMILES: [F:1][C:2]1[CH:11]=[C:10]2[C:5]([CH:6]=[C:7]([C@@H:22]([NH:24]C(=O)OC(C)(C)C)[CH3:23])[C:8]([C:12]3[CH:17]=[CH:16][CH:15]=[CH:14][C:13]=3[S:18]([CH3:21])(=[O:20])=[O:19])=[N:9]2)=[CH:4][CH:3]=1.Cl.FC1C=C2C(C=C([C@@H](N)C)C(C3C=CC=CC=3S(C)(=O)=O)=N2)=CC=1.[NH2:57][C:58]1[C:63]([C:64]#[N:65])=[C:62](Cl)[N:61]=[CH:60][N:59]=1.CCN(C(C)C)C(C)C>CN(C=O)C>[NH2:57][C:58]1[C:63]([C:64]#[N:65])=[C:62]([NH:24][C@H:22]([C:7]2[C:8]([C:12]3[CH:17]=[CH:16][CH:15]=[CH:14][C:13]=3[S:18]([CH3:21])(=[O:20])=[O:19])=[N:9][C:10]3[C:5]([CH:6]=2)=[CH:4][CH:3]=[C:2]([F:1])[CH:11]=3)[CH3:23])[N:61]=[CH:60][N:59]=1. Procedure: To (S)-tert-butyl (1-(7-fluoro-2-(2-(methylsulfonyl)phenyl)quinolin-3-yl)ethyl)-carbamate (440 mg, 1.0 mmol) was added HCl, 4M (1 mL). The resulting mixture was stirred at rt for 1 h. Solvent was removed and the crude (S)-1-(7-fluoro-2-(2-(methylsulfonyl)phenyl)quinolin-3-yl)ethanamine was used without further workup. A solution of (1S)-1-(7-fluoro-2-(2-(methylsulfonyl)phenyl)-quinolin-3-yl)ethanamine (100 mg, 290 μmol), 4-amino-6-chloropyrimidine-5-carbonitrile (45 mg, 290 μmol) and DIEA (101 μ... The product is NC1=NC=NC(=C1C#N)N[C@@H](C)C=1C(=NC2=CC(=CC=C2C1)F)C1=C(C=CC=C1)S(=O)(=O)C ((S)-4-amino-6-((1-(7-fluoro-2-(2-(methylsulfonyl)phenyl)quinolin-3-yl)ethyl)-amino)pyrimidine-5-carbonitrile). The reactants are FC1=CC=C2C=C(C(=NC2=C1)C1=C(C=CC=C1)S(=O)(=O)C)[C@H](C)NC(OC(C)(C)C)=O ((S)-tert-butyl (1-(7-fluoro-2-(2-(methylsulfonyl)phenyl)quinolin-3-yl)ethyl)-carbamate), Cl (HCl), FC1=CC=C2C=C(C(=NC2=C1)C1=C(C=CC=C1)S(=O)(=O)C)[C@H](C)N ((1S)-1-(7-fluoro-2-(2-(methylsulfonyl)phenyl)-quinolin-3-yl)ethanamine), NC1=NC=NC(=C1C#N)Cl (4-amino-6-chloropyrimidine-5-carbonitrile), CCN(C(C)C)C(C)C (DIEA). Reaction conditions: time 1 hour. The reactants are [O-]CC.[Na+] (sodium ethoxide), C(C)(=O)OCCBr (bromoethyl acetate), C(#N)C=1C(=NC(=CC1)C(C)C)S (3-Cyano-6-isopropyl-2-mercaptopyridine). Solvent: C(C)O (ethanol). Reaction conditions: time 1 hour. Yields the product NC1=C(SC2=NC(=CC=C21)C(C)C)C(=O)OCC (ethyl 3-amino-6-isopropylthieno[2,3-b]pyridine-2-carboxylate). RXN SMILES: [C:1]([C:3]1[C:4]([SH:12])=[N:5][C:6]([CH:9]([CH3:11])[CH3:10])=[CH:7][CH:8]=1)#[N:2].[O-]CC.[Na+].[C:17]([O:20][CH2:21][CH2:22]Br)(=[O:19])[CH3:18]>C(O)C>[NH2:2][C:1]1[C:3]2[C:4](=[N:5][C:6]([CH:9]([CH3:10])[CH3:11])=[CH:7][CH:8]=2)[S:12][C:18]=1[C:17]([O:20][CH2:21][CH3:22])=[O:19] |f:1.2|. Procedure: 3-Cyano-6-isopropyl-2-mercaptopyridine (50 g) synthesized according to U.S. Pat. No. 5,001,137 (Mar. 19, 1991), sodium ethoxide (22.9 g) and bromoethyl acetate (34.2 ml) were added to ethanol (500 ml) and the mixture was stirred at room temperature for 1 hr and the solvent was evaporated. The residue was recrystallized from ethanol to give ethyl 3-amino-6-isopropylthieno[2,3-b]pyridine-2-carboxylate (69.3 g) (melting point: 161-162° C.). (2) This ester (30 g) and isoamyl nitrite (45.7 ml) were a...